This data is from the Open Reaction Database (ORD), a public repository of structured organic reaction records. The task is: describe an organic reaction: reactants, conditions, products, and yield Starting materials: N(=[N+]=[N-])[C@H]1C=2C=CC(=CC2CCC1)CN1CCCCC1 ((R)-1-((5-azido-5,6,7,8-tetrahydronaphthalen-2-yl)methyl)piperidine), N(=[N+]=[N-])[C@@H]1CCOC2=CC(=CC=C12)C=O ((R)-4-azido-3,4-dihydro-2H-chromene-7-carbaldehyde). Yields the product N(=[N+]=[N-])[C@@H]1CCOC2=CC(=CC=C12)CN1CCCCC1 ((R)-1-((4-Azido-3,4-dihydro-2H-chromen-7-yl)methyl)piperidine). RXN SMILES: [N:1]([C@@H:4]1[CH2:13][CH2:12]C[C:10]2[CH:9]=[C:8]([CH2:14][N:15]3[CH2:20][CH2:19][CH2:18][CH2:17][CH2:16]3)[CH:7]=[CH:6][C:5]1=2)=[N+:2]=[N-:3].N([C@H]1C2C(=CC(C=O)=CC=2)[O:27]CC1)=[N+]=[N-]>>[N:1]([C@H:4]1[C:5]2[C:10](=[CH:9][C:8]([CH2:14][N:15]3[CH2:20][CH2:19][CH2:18][CH2:17][CH2:16]3)=[CH:7][CH:6]=2)[O:27][CH2:12][CH2:13]1)=[N+:2]=[N-:3]. Procedure: Using the same procedure described for (20), and using (R)-4-azido-3,4-dihydro-2H-chromene-7-carbaldehyde afforded (R)-1-((4-Azido-3,4-dihydro-2H-chromen-7-yl)methyl)piperidine (26) MS m/z: 273.6 (M+H) (Calc'd for C15H20N4O−272.35); and